The task is: describe an organic reaction: reactants, conditions, products, and yield. This data is from the Open Reaction Database (ORD), a public repository of structured organic reaction records. The reactants are ClC1=CC=C(C=C1)C(N1CC(C1)C(C(C)(C)F)C=1C=C(C(=O)OCC)C=C(C1)F)C1=CC(=CC=C1)C#N (ethyl 3-(1-{1-[(4-chlorophenyl)(3-cyanophenyl)methyl]azetidin-3-yl}-2-fluoro-2-methylpropyl)-5-fluorobenzoate), [Li+].[OH-] (LiOH), Cl (HCl). The solvent is CCO (EtOH). Conditions: time 2.5 hour. The product is ClC1=CC=C(C=C1)C(N1CC(C1)C(C(C)(C)F)C=1C=C(C(=O)O)C=C(C1)F)C1=CC(=CC=C1)C#N (3-(1-{1-[(4-chlorophenyl)(3-cyanophenyl)methyl]azetidin-3-yl}-2-fluoro-2-methylpropyl)-5-fluorobenzoic acid). RXN SMILES: [Cl:1][C:2]1[CH:7]=[CH:6][C:5]([CH:8]([C:30]2[CH:35]=[CH:34][CH:33]=[C:32]([C:36]#[N:37])[CH:31]=2)[N:9]2[CH2:12][CH:11]([CH:13]([C:18]3[CH:19]=[C:20]([CH:26]=[C:27]([F:29])[CH:28]=3)[C:21]([O:23]CC)=[O:22])[C:14]([F:17])([CH3:16])[CH3:15])[CH2:10]2)=[CH:4][CH:3]=1.[Li+].[OH-].Cl>CCO>[Cl:1][C:2]1[CH:3]=[CH:4][C:5]([CH:8]([C:30]2[CH:35]=[CH:34][CH:33]=[C:32]([C:36]#[N:37])[CH:31]=2)[N:9]2[CH2:12][CH:11]([CH:13]([C:18]3[CH:19]=[C:20]([CH:26]=[C:27]([F:29])[CH:28]=3)[C:21]([OH:23])=[O:22])[C:14]([F:17])([CH3:16])[CH3:15])[CH2:10]2)=[CH:6][CH:7]=1 |f:1.2|. Procedure details: A mixture of 112 mg (0.214 mmol) of ethyl 3-(1-{1-[(4-chlorophenyl)(3-cyanophenyl)methyl]azetidin-3-yl}-2-fluoro-2-methylpropyl)-5-fluorobenzoate and 1.2 mL of 1M LiOH in 5 mL of EtOH was stirred for 2.5 h at rt. The solution was adjusted to pH=5-6 with 6N HCl and concentrated to remove solvents. The residue was dissolve in 10 mL of CH2Cl2 and solids were removed by filtration. The solution was concentrated to afford the title compound as a white solid; Mass Spectrum: m/e=495 (M+1, 35Cl), 497 (M... The reactants are FC(C(C(=O)O)(C)O)(F)F (3,3,3-trifluoro-2-hydroxy-2-methylpropionic acid), CC(CCNC(=O)C=1N=NC(=CC1)N1CCNCC1)C (6-piperazin-1-yl-pyridazine-3-carboxylic acid (3-methylbutyl)amide). The product is C1(CC1)CCNC(=O)C=1N=NC(=CC1)N1CCN(CC1)C(C(C(F)(F)F)(C)O)=O (6-[4-(3,3,3-TRIFLUORO-2-HYDROXY-2-METHYLPROPIONYL)PIPERAZIN-1-YL]PYRIDAZINE-3-CARBOXYLIC ACID (2-CYCLOPROPYLETHYL)AMIDE), solid. The yield is 55.0%. RXN SMILES: [F:1][C:2]([F:10])([F:9])[C:3]([OH:8])([CH3:7])[C:4](O)=[O:5].[CH3:11][CH:12]([CH3:30])[CH2:13][CH2:14][NH:15][C:16]([C:18]1[N:19]=[N:20][C:21]([N:24]2[CH2:29][CH2:28][NH:27][CH2:26][CH2:25]2)=[CH:22][CH:23]=1)=[O:17]>>[CH:12]1([CH2:13][CH2:14][NH:15][C:16]([C:18]2[N:19]=[N:20][C:21]([N:24]3[CH2:29][CH2:28][N:27]([C:4](=[O:5])[C:3]([OH:8])([CH3:7])[C:2]([F:10])([F:9])[F:1])[CH2:26][CH2:25]3)=[CH:22][CH:23]=2)=[O:17])[CH2:30][CH2:11]1. Procedure: Following the procedure of Example 14, making variations only as required to use 3,3,3-trifluoro-2-hydroxy-2-methylpropionic acid in place of 4,4,4-trifluoro-2-methylbutyric acid to react with 6-piperazin-1-yl-pyridazine-3-carboxylic acid (3-methylbutyl)amide, the title compound was obtained as a white solid (55% yield). m.p. 181-183° C. 1H NMR (300 MHz, CDCl3) δ8.07, 7.98, 7.01, 4.86, 3.92-3.81, 3.55, 1.74, 1.51, 0.81-0.68, 0.46, 0.09. 13C NMR (75 MHz, CDCl3) δ 167.2, 163.1, 160.0, 145.4, 127.1... Starting materials: CC1(O[C@@H]2[C@H](O1)C=C[C@H]2N2C=NC=1C(=NC=C(C12)F)F)C (1-[(3aS,4R,6aR)-2,2-dimethyl-4,6a-dihydro-3aH-cyclopenta[d][1,3]dioxol-4-yl]-4,7-difluoro-1H-imidazo[4,5-c]pyridine), CC1(O[C@@H]2[C@H](O1)C=C[C@H]2N2C=NC1=C2C(=NC=C1F)F)C (3-[(3aS,4R,6aR)-2,2-dimethyl-4,6a-dihydro-3aH-cyclopenta[d][1,3]dioxol-4-yl]-4,7-difluoro-3H-imidazo[4,5-c]pyridine). The solvent is N (ammonia). Run at temperature 85 celsius. The product is CC1(O[C@@H]2[C@H](O1)C=C[C@H]2N2C=NC=1C(=NC=C(C12)F)N)C (1-[(3aS,4R,6aR)-2,2-dimethyl-4,6a-dihydro-3aH-cyclopenta[d][1,3]dioxol-4-yl]-7-fluoro-1H-imidazo[4,5-c]pyridin-4-amine). Reaction SMILES: [CH3:1][C:2]1([CH3:21])[O:6][C@@H:5]2[CH:7]=[CH:8][C@@H:9]([N:10]3[C:18]4[C:17]([F:19])=[CH:16][N:15]=[C:14](F)[C:13]=4[N:12]=[CH:11]3)[C@@H:4]2[O:3]1.CC1(C)O[C@@H]2C=C[C@@H]([N:31]3C4C(F)=NC=C(F)C=4N=C3)[C@@H]2O1>N>[CH3:1][C:2]1([CH3:21])[O:6][C@@H:5]2[CH:7]=[CH:8][C@@H:9]([N:10]3[C:18]4[C:17]([F:19])=[CH:16][N:15]=[C:14]([NH2:31])[C:13]=4[N:12]=[CH:11]3)[C@@H:4]2[O:3]1. Procedure details: Liquid ammonia (30 mL) was added to a mixture of 1-[(3aS,4R,6aR)-2,2-dimethyl-4,6a-dihydro-3aH-cyclopenta[d][1,3]dioxol-4-yl]-4,7-difluoro-1H-imidazo[4,5-c]pyridine (2-2) (160 mg, 0.55 mmol, 1 equiv) and 3-[(3aS,4R,6aR)-2,2-dimethyl-4,6a-dihydro-3aH-cyclopenta[d][1,3]dioxol-4-yl]-4,7-difluoro-3H-imidazo[4,5-c]pyridine (2-1) (160 mg, 0.55 mmol, 1 equiv). The resulting solution was heated in a high pressure vessel to 85° C. for 4 days. The mixture was then concentrated and purified via flash chrom... Reactants: Brc1cc(N2CCN(Cc3ccccc3)CC2)c2ncccc2c1, O=C(Cl)OCCCl, C=COC(=O)Cl, CC(Cl)Cl, O. The product is Brc1cc(N2CCNCC2)c2ncccc2c1. RXN SMILES: [CH2:1]([c:2]1[cH:3][cH:4][cH:5][cH:6][cH:7]1)[N:8]1[CH2:9][CH2:10][N:11]([c:14]2[cH:15][c:16]([Br:24])[cH:17][c:18]3[cH:19][cH:20][cH:21][n:22][c:23]23)[CH2:12][CH2:13]1.[Cl:25][CH2:26][CH2:27][O:28][C:29]([Cl:30])=[O:31].[Cl:32][C:33]([O:34][CH:35]=[CH2:36])=[O:37].[Cl:39][CH:40]([Cl:41])[CH3:42].[OH2:38]>>[NH:8]1[CH2:9][CH2:10][N:11]([c:14]2[cH:15][c:16]([Br:24])[cH:17][c:18]3[cH:19][cH:20][cH:21][n:22][c:23]23)[CH2:12][CH2:13]1. The reactants are O=C1N(C=2C(=NC=CC2)N1)C1CCN(CC1)C1=NC(=NC=C1)C(=O)OC (methyl 4-[4-(2-oxo-2,3-dihydro-imidazo[4,5-b]pyridin-1-yl)-piperidin-1-yl]-pyrimidine-2-carboxylate), d-water, [OH-].[Na+] (sodium hydroxide). Run in O1CCCC1 (tetrahydrofuran). Conditions: time 1 hour. Product: O=C1N(C=2C(=NC=CC2)N1)C1CCN(CC1)C1=NC(=NC=C1)C(=O)O (4-[4-(2-oxo-2,3-dihydro-imidazo[4,5-b]pyridin-1-yl)-piperidin-1-yl]-pyrimidine-2-carboxylic acid). Reaction SMILES: [O:1]=[C:2]1[NH:10][C:5]2=[N:6][CH:7]=[CH:8][CH:9]=[C:4]2[N:3]1[CH:11]1[CH2:16][CH2:15][N:14]([C:17]2[CH:22]=[CH:21][N:20]=[C:19]([C:23]([O:25]C)=[O:24])[N:18]=2)[CH2:13][CH2:12]1.[OH-].[Na+]>O1CCCC1>[O:1]=[C:2]1[NH:10][C:5]2=[N:6][CH:7]=[CH:8][CH:9]=[C:4]2[N:3]1[CH:11]1[CH2:12][CH2:13][N:14]([C:17]2[CH:22]=[CH:21][N:20]=[C:19]([C:23]([OH:25])=[O:24])[N:18]=2)[CH2:15][CH2:16]1 |f:1.2|. Procedure: 0.50 g (1.4 mmol) methyl 4-[4-(2-oxo-2,3-dihydro-imidazo[4,5-b]pyridin-1-yl)-piperidin-1-yl]-pyrimidine-2-carboxylate, 1.1 mL d-water and 1.1 mL 4 M sodium hydroxide solution in 9.0 mL tetrahydrofuran was stirred overnight at RT. The organic solvent was removed and the residue was diluted with 250 mL water. After the addition of 25 mL 4M hydrochloric acid solution the mixture was stirred for 1 h. The precipitated solid was suction filtered, washed with water and dried. The reactants are [H-].[Na+] (sodium hydride), ClC=1N(C=C(N1)[N+](=O)[O-])C[C@](CN1CCC(CC1)OCC1=CC=C(C=C1)C(F)(F)F)(O)C ((S)-1-(2-Chloro-4-nitroimidazol-1-yl)-2-methyl-3-[4-(4-trifluoromethylbenzyloxy)piperidin-1-yl]propan-2-ol), O (water). Solvent: CN(C)C=O (DMF). Run at time 8 hour. Yields the product C[C@@]1(CN2C(O1)=NC(=C2)[N+](=O)[O-])CN2CCC(CC2)OCC2=CC=C(C=C2)C(F)(F)F ((S)-2-methyl-6-nitro-2-[4-(4-trifluoromethylbenzyloxy)piperidin-1-ylmethyl]-2,3-dihydroimidazo[2,1-b]oxazole). Yield: 35.0%. RXN SMILES: Cl[C:2]1[N:3]([CH2:10][C@@:11]([CH3:32])([OH:31])[CH2:12][N:13]2[CH2:18][CH2:17][CH:16]([O:19][CH2:20][C:21]3[CH:26]=[CH:25][C:24]([C:27]([F:30])([F:29])[F:28])=[CH:23][CH:22]=3)[CH2:15][CH2:14]2)[CH:4]=[C:5]([N+:7]([O-:9])=[O:8])[N:6]=1.[H-].[Na+].O>CN(C=O)C>[CH3:32][C@@:11]1([CH2:12][N:13]2[CH2:18][CH2:17][CH:16]([O:19][CH2:20][C:21]3[CH:26]=[CH:25][C:24]([C:27]([F:30])([F:29])[F:28])=[CH:23][CH:22]=3)[CH2:15][CH2:14]2)[O:31][C:2]2=[N:6][C:5]([N+:7]([O-:9])=[O:8])=[CH:4][N:3]2[CH2:10]1 |f:1.2|. Procedure details: (S)-1-(2-Chloro-4-nitroimidazol-1-yl)-2-methyl-3-[4-(4-trifluoromethylbenzyloxy)piperidin-1-yl]propan-2-ol prepared in Example 254 (1.36 g, 2.8 mmol) was dissolved in DMF (15 ml). To the solution, sodium hydride (134 mg, 3.36 mmol) was added with cooling on ice-bath followed by stirring at room temperature overnight. The reaction mixture was poured into water and extracted with ethyl acetate. The organic phase was washed with a saturated saline solution, dried over magnesium sulfate and then fil... Starting materials: CCOC(=O)CCCBr, O=C([O-])[O-], CN(C)C=O, Cl, [K+], [K+], Sc1nnc(S)s1. Yields the product CCOC(=O)CCCSc1nnc(S)s1. Reaction SMILES: [Br:14][CH2:15][CH2:16][CH2:17][C:18](=[O:19])[O:20][CH2:21][CH3:22].[C:8](=[O:9])([O-:10])[O-:11].[CH3:24][N:25]([CH3:26])[CH:27]=[O:28].[ClH:23].[K+:12].[K+:13].[SH:1][c:2]1[s:3][c:4]([SH:7])[n:5][n:6]1>>[S:1]([c:2]1[s:3][c:4]([SH:7])[n:5][n:6]1)[CH2:15][CH2:16][CH2:17][C:18](=[O:19])[O:20][CH2:21][CH3:22]. Reactants: C(CCC)C/1=CN(S\C1=N/C(=O)[C@]1(C([C@H](CC1)C(=O)O)(C)C)C)C(C)(C)C ((1S,3R)-3-({[(5Z)-4-butyl-2-tert-butylisothiazol-5(2H)-ylidene]amino}carbonyl)-2,2,3-trimethylcyclopentanecarboxylic acid), Cl.C(CC)N (propylamine hydrochloride). Product: C(CCC)C/1=CN(S\C1=N/C(=O)[C@]1(C([C@H](CC1)C(=O)NCCC)(C)C)C)C(C)(C)C ((1R,3S)—N1-[(5Z)-4-butyl-2-tert-butylisothiazol-5(2H)-ylidene]-1,2,2-trimethyl-N3-propylcyclopentane-1,3-dicarboxamide). RXN SMILES: [CH2:1]([C:5]1=[CH:6][N:7]([C:24]([CH3:27])([CH3:26])[CH3:25])[S:8]/[C:9]/1=[N:10]\[C:11]([C@:13]1([CH3:23])[CH2:17][CH2:16][C@H:15]([C:18]([OH:20])=O)[C:14]1([CH3:22])[CH3:21])=[O:12])[CH2:2][CH2:3][CH3:4].Cl.[CH2:29]([NH2:32])[CH2:30][CH3:31]>>[CH2:1]([C:5]1=[CH:6][N:7]([C:24]([CH3:25])([CH3:26])[CH3:27])[S:8]/[C:9]/1=[N:10]\[C:11]([C@:13]1([CH3:23])[CH2:17][CH2:16][C@H:15]([C:18]([NH:32][CH2:29][CH2:30][CH3:31])=[O:20])[C:14]1([CH3:21])[CH3:22])=[O:12])[CH2:2][CH2:3][CH3:4] |f:1.2|. Procedure: The product from Example 173 and propylamine hydrochloride (Aldrich) were processed using the method described in Example 178 to afford the title compound. 1H NMR 1H NMR (DMSO-d6) δ 0.48 (s, 3H), 0.83 (t, J=7.3 Hz, 3H), 0.90 (t, J=7.3 Hz, 3H), 1.19 (s, 3H), 1.23 (s, 3H), 1.26-1.43 (m, 5H), 1.56 (s, 9H), 1.56-1.67 (m, 3H), 1.96-2.09 (m, 1H), 2.62-2.69 (m, 3H), 2.72-2.95 (m, 2H), 3.06-3.17 (m, 1H), 7.53-7.57 (m, 1H), 8.50 (s, 1H). MS (ESI+) m/z 436 (M+H)+. Anal. calcd. for C24H41N3O2S: C, 66.16; H...